This data is from the Open Reaction Database (ORD), a public repository of structured organic reaction records. The task is: describe an organic reaction: reactants, conditions, products, and yield The reactants are N(=[N+]=[N-])[C@H](C(=O)O)[C@H](C1=CC=NC2=CC=CC=C12)C1=CC=C(C=C1)Cl ((2S,3S)-2-azido-3-(4-chlorophenyl)-3-(quinolin-4-yl)propanoic acid), NC1=C(CC[C@@H]2CN([C@@H](CO2)COC(NCC(F)(F)F)=O)C(=O)OC(C)(C)C)C(=CC=C1)F ((2R,5S)-tert-butyl 2-(2-amino-6-fluorophenethyl)-5-((((2,2,2-trifluoroethyl)carbamoyl)oxy)methyl)morpholine-4-carboxylate). Product: FC(CNC(OC[C@H]1NC[C@H](OC1)CCC1=C(C=CC=C1F)NC([C@@H](N)[C@@H](C1=CC=C(C=C1)Cl)C1=CC=NC2=CC=CC=C12)=O)=O)(F)F ({(3S,6R)-6-[2-(2-{[(βS)-4-Chloro-β-(quinolin-4-yl)-L-phenylalanyl]amino}-6-fluorophenyl)ethyl]morpholin-3-yl}methyl (2,2,2-trifluoroethyl)carbamate). As a reaction SMILES: [N:1]([C@@H:4]([C@@H:8]([C:19]1[CH:24]=[CH:23][C:22]([Cl:25])=[CH:21][CH:20]=1)[C:9]1[C:18]2[C:13](=[CH:14][CH:15]=[CH:16][CH:17]=2)[N:12]=[CH:11][CH:10]=1)[C:5](O)=[O:6])=[N+]=[N-].[NH2:26][C:27]1[CH:57]=[CH:56][CH:55]=[C:54]([F:58])[C:28]=1[CH2:29][CH2:30][C@H:31]1[O:36][CH2:35][C@@H:34]([CH2:37][O:38][C:39](=[O:46])[NH:40][CH2:41][C:42]([F:45])([F:44])[F:43])[N:33](C(OC(C)(C)C)=O)[CH2:32]1>>[F:44][C:42]([F:43])([F:45])[CH2:41][NH:40][C:39](=[O:46])[O:38][CH2:37][C@@H:34]1[CH2:35][O:36][C@H:31]([CH2:30][CH2:29][C:28]2[C:54]([F:58])=[CH:55][CH:56]=[CH:57][C:27]=2[NH:26][C:5](=[O:6])[C@H:4]([C@H:8]([C:9]2[C:18]3[C:13](=[CH:14][CH:15]=[CH:16][CH:17]=3)[N:12]=[CH:11][CH:10]=2)[C:19]2[CH:24]=[CH:23][C:22]([Cl:25])=[CH:21][CH:20]=2)[NH2:1])[CH2:32][NH:33]1. Procedure: The title compound was prepared from the product of step 1 and the product of step 4 of Example 99 using the procedures given in steps 2-4 of Example 93. MS (ES) m/z=688 (M+H)+.